This data is from the Open Reaction Database (ORD), a public repository of structured organic reaction records. The task is: describe an organic reaction: reactants, conditions, products, and yield The reactants are [Na+].[Na+].[Na+].[Na+].[N+](=O)([O-])C=1C=C(C=C(C1)C(=O)NC=1C(=CC2=CC(=CC=C2C1)S(=O)(=O)[O-])S(=O)(=O)[O-])C(=O)NC=1C(=CC2=CC(=CC=C2C1)S(=O)(=O)[O-])S(=O)(=O)[O-] (3,3'-[(5-nitro-1,3-phenylene)bis(carbonylimino)]bis[2,7-naphthalenedisulfonic acid] tetrasodium salt), O.O.O.O.O.O.O.O.O.[S-2].[Na+].[Na+] (sodium sulfide nonahydrate). Solvent: O (water). Conditions: temperature 57 celsius. Product: [Na+].[Na+].[Na+].[Na+].NC=1C=C(C=C(C1)C(=O)NC=1C(=CC2=CC(=CC=C2C1)S(=O)(=O)[O-])S(=O)(=O)[O-])C(=O)NC=1C(=CC2=CC(=CC=C2C1)S(=O)(=O)[O-])S(=O)(=O)[O-] (3,3'-[(5-amino-1,3-phenylene)bis(carbonylimino)]bis[2,7-naphthalenedisulfonic acid] tetrasodium salt). Reaction SMILES: [Na+:1].[Na+].[Na+].[Na+].[N+:5]([C:8]1[CH:9]=[C:10]([C:35]([NH:37][C:38]2[C:39]([S:52]([O-:55])(=[O:54])=[O:53])=[CH:40][C:41]3[C:46]([CH:47]=2)=[CH:45][CH:44]=[C:43]([S:48]([O-:51])(=[O:50])=[O:49])[CH:42]=3)=[O:36])[CH:11]=[C:12]([C:14]([NH:16][C:17]2[C:18]([S:31]([O-:34])(=[O:33])=[O:32])=[CH:19][C:20]3[C:25]([CH:26]=2)=[CH:24][CH:23]=[C:22]([S:27]([O-:30])(=[O:29])=[O:28])[CH:21]=3)=[O:15])[CH:13]=1)([O-])=O.O.O.O.O.O.O.O.O.O.[S-2].[Na+].[Na+]>O>[Na+:1].[Na+:1].[Na+:1].[Na+:1].[NH2:5][C:8]1[CH:9]=[C:10]([C:35]([NH:37][C:38]2[C:39]([S:52]([O-:55])(=[O:54])=[O:53])=[CH:40][C:41]3[C:46]([CH:47]=2)=[CH:45][CH:44]=[C:43]([S:48]([O-:51])(=[O:49])=[O:50])[CH:42]=3)=[O:36])[CH:11]=[C:12]([C:14]([NH:16][C:17]2[C:18]([S:31]([O-:34])(=[O:33])=[O:32])=[CH:19][C:20]3[C:25]([CH:26]=2)=[CH:24][CH:23]=[C:22]([S:27]([O-:30])(=[O:29])=[O:28])[CH:21]=3)=[O:15])[CH:13]=1 |f:0.1.2.3.4,5.6.7.8.9.10.11.12.13.14.15.16,18.19.20.21.22|. Procedure details: A mixture of 4.35 g of 3,3'-[(5-nitro-1,3-phenylene)bis(carbonylimino)]bis[2,7-naphthalenedisulfonic acid] tetrasodium salt in 100 ml of water is heated to 57° C. A 2.07 g portion of sodium sulfide nonahydrate is added and the reaction is allowed to cool. The reaction is reheated to 67° C. and allowed to cool. The mixture is filtered and the filtrate is acidified to pH 4 using acetic acid. The mixture is heated and then filtered with added diatomaceous earth. Upon cooling the filtrate yields a s... Run at temperature 8 celsius, time 1 hour. Procedure details: 4-(Propan-2-yl)aniline (10.12 mL, 74 mmol) was added drop wise to sulfuric acid (96%, 57 mL), cooled to 8° C., maintaining the temperature below 10° C. After the addition, the reaction mixture was cooled to −5° C., before the addition of a mixture of nitric acid (100%, 3.7 mL) and sulfuric acid (96%, 9 mL), keeping the temperature below 0° C. The reaction mixture was then stirred at the same temperature for 1 h. The reaction mixture was poured into ice (200 mL) and the precipitate filtered and w... Solvent: ice. RXN SMILES: [CH3:1][CH:2]([C:4]1[CH:10]=[CH:9][C:7]([NH2:8])=[CH:6][CH:5]=1)[CH3:3].S(=O)(=O)(O)O.[N+:16]([O-])([OH:18])=[O:17]>>[N+:16]([C:5]1[CH:6]=[C:7]([CH:9]=[CH:10][C:4]=1[CH:2]([CH3:3])[CH3:1])[NH2:8])([O-:18])=[O:17]. Yields the product [N+](=O)([O-])C=1C=C(N)C=CC1C(C)C (3-Nitro-4-(propan-2-yl)aniline). Starting materials: CC(C)C1=CC=C(N)C=C1 (4-(Propan-2-yl)aniline), S(O)(O)(=O)=O (sulfuric acid), [N+](=O)(O)[O-] (nitric acid), S(O)(O)(=O)=O (sulfuric acid). Isolated yield 71.0%. Starting materials: C(C)(=O)O (acetic acid), FC1=CC(=CC2=C1OCCO2)C=O (8-fluoro-2,3-dihydro-1,4-benzodioxine-6-carbaldehyde), ice water, [BH4-].[Na+] (sodium borohydride). The solvent is C(C)O (ethanol). Reaction conditions: time 2 hour. Yields the product FC1=CC(=CC2=C1OCCO2)CO ((8-fluoro-2,3-dihydro-1,4-benzodioxin-6-yl)methanol). Isolated yield 95.0%. Reaction SMILES: [F:1][C:2]1[C:7]2[O:8][CH2:9][CH2:10][O:11][C:6]=2[CH:5]=[C:4]([CH:12]=[O:13])[CH:3]=1.[BH4-].[Na+].C(O)(=O)C>C(O)C>[F:1][C:2]1[C:7]2[O:8][CH2:9][CH2:10][O:11][C:6]=2[CH:5]=[C:4]([CH2:12][OH:13])[CH:3]=1 |f:1.2|. Procedure details: 8-fluoro-2,3-dihydro-1,4-benzodioxine-6-carbaldehyde (0.87 g: 4.8 mmol) was dissolved in ethanol (20 ml) and sodium borohydride (0.45 g; 11.95 mmol) was added at 0° C. The reaction mixture was stirred at rt for 2 h and poured into ice-water. The pH was adjusted to 5 by adding glacial acetic acid in portions and the aqueous mixture was extracted with ethyl acetate (80 ml). The organic phase was washed with water (30 ml), brine (30 ml), dried over sodium sulfate and concentrated under vacuum to gi... Starting materials: O (water), C(C)(C)C(C#N)C1=CC2=C(SC=C2)C=C1 (α-isopropylbenzo(b)thiophene-5-acetonitrile), S(O)(O)(=O)=O (sulphuric acid), C(C)(=O)O (acetic acid), O (water). Product: C(C)(C)C(C(=O)O)C1=CC2=C(SC=C2)C=C1 (α-isopropylbenzo(b)thiophene-5-acetic acid). The yield is 28.9%. RXN SMILES: [CH:1]([CH:4]([C:7]1[CH:15]=[CH:14][C:10]2[S:11][CH:12]=[CH:13][C:9]=2[CH:8]=1)[C:5]#N)([CH3:3])[CH3:2].S(=O)(=O)(O)[OH:17].C(O)(=O)C.[OH2:25]>>[CH:1]([CH:4]([C:7]1[CH:15]=[CH:14][C:10]2[S:11][CH:12]=[CH:13][C:9]=2[CH:8]=1)[C:5]([OH:17])=[O:25])([CH3:3])[CH3:2]. Reported procedure: A mixture of α-isopropylbenzo(b)thiophene-5-acetonitrile (2.00 g, 0.0093 mol), concentrated sulphuric acid (6.4 cm3), water (6.4 cm3) and acetic acid (26 cm3) was refluxed for 18 hr. The cooled mixture was poured into water and extracted with ether. The ether extract was extracted with saturated sodium bicarbonate solution. The aqueous solution was acidified and extracted with ether. The organic extract was dried (Na2SO4), filtered and the solvent was removed to give α-isopropylbenzo(b)thiophene... The reactants are C1(=CC=CC=C1)C(CC(C(=O)O)C(=O)O)CC (3-phenylpentanedicarboxylic acid), C(C)(=O)OC(C)=O (acetic anhydride), C1(=CC=CC=C1)C (toluene), NC1=CC(=C(C#N)C=C1)Cl (4-amino-2-chlorobenzonitrile), TEA. The solvent is [Cl-].[Na+].O (brine). Reaction conditions: temperature 80 celsius, time 3 hour. The product is ClC=1C=C(C=CC1C#N)NC(CC(CC(=O)O)C1=CC=CC=C1)=O (5-((3-chloro-4-cyanophenyl)amino)-5-oxo-3-phenylpentanoic acid). Yield: 72.9%. As a reaction SMILES: C1(C(CC)C[CH:9](C(O)=O)[C:10](O)=[O:11])C=CC=CC=1.C([O:21][C:22](=[O:24])[CH3:23])(=O)C.[C:25]1([CH3:31])[CH:30]=[CH:29][CH:28]=[CH:27][CH:26]=1.[NH2:32][C:33]1[CH:40]=[CH:39][C:36]([C:37]#[N:38])=[C:35]([Cl:41])[CH:34]=1>[Cl-].[Na+].O>[Cl:41][C:35]1[CH:34]=[C:33]([NH:32][C:10](=[O:11])[CH2:9][CH:31]([C:25]2[CH:30]=[CH:29][CH:28]=[CH:27][CH:26]=2)[CH2:23][C:22]([OH:21])=[O:24])[CH:40]=[CH:39][C:36]=1[C:37]#[N:38] |f:4.5.6|. Procedure: A solution of 3-phenylpentanedicarboxylic acid (1.0 g, 4.80 mmol) in acetic anhydride (0.453 mL, 4.80 mmol) was stirred at 100° C. for 14 hr. The reaction mixture was concentrated, to the residue was added toluene (10 mL), and 4-amino-2-chlorobenzonitrile (0.733 g, 4.80 mmol) and TEA (0.669 mL, 4.80 mmol) were added thereto. The mixture was stirred at 80° C. for 3 hr, brine was added thereto at room temperature, and the mixture was extracted with ethyl acetate. The organic layer was washed with ... The reactants are N1C(=CC=2C1=NC=CC2)C(=O)OC (methyl 1H-pyrrolo[2,3-b]pyridine-2-carboxylate), [H-].[Na+] (NaH), O (H2O), C[Si](C)(C)CCOCCl (SEMCl). Run in C1CCOC1 (THF). Run at time 0.5 hour. The product is C[Si](CCOCN1C(=CC=2C1=NC=CC2)C(=O)OC)(C)C (Methyl 1-((2-(trimethylsilyl)ethoxy)methyl)-1H-pyrrolo[2,3-b]pyridine-2-carboxylate). The yield is 81.6%. RXN SMILES: [NH:1]1[C:5]2=[N:6][CH:7]=[CH:8][CH:9]=[C:4]2[CH:3]=[C:2]1[C:10]([O:12][CH3:13])=[O:11].[H-].[Na+].[CH3:16][Si:17]([CH2:20][CH2:21][O:22][CH2:23]Cl)([CH3:19])[CH3:18].O>C1COCC1>[CH3:16][Si:17]([CH3:19])([CH3:18])[CH2:20][CH2:21][O:22][CH2:23][N:1]1[C:5]2=[N:6][CH:7]=[CH:8][CH:9]=[C:4]2[CH:3]=[C:2]1[C:10]([O:12][CH3:13])=[O:11] |f:1.2|. Procedure: To a solution of methyl 1H-pyrrolo[2,3-b]pyridine-2-carboxylate (H-1) (528 mg, 3 mmol) in dried THF (5 mL) at 0° C. was added NaH (240 mg, 6 mmol). The reaction was stirred for 0.5 h under N2, and then SEMCl (526 mg, 3 mmol) was added dropwise. The mixture was stirred at room temperature for 2 h. H2O was added to quench the reaction. The resulting mixture was extracted with EtOAc. The oragnic layer was dried over Na2SO4, and concentrated to afford the title compound (750 mg), which was used for ... Starting materials: CC#N, [I-], COS(=O)(=O)c1ccc(C)cc1, c1ccc([S+](c2ccccc2)c2ccccc2)cc1. The product is Cc1ccc(S(=O)(=O)[O-])cc1, c1ccc([S+](c2ccccc2)c2ccccc2)cc1. RXN SMILES: [CH3:33][C:34]#[N:35].[I-:1].[c:21]1([CH3:32])[cH:22][cH:23][c:24]([S:27](=[O:28])(=[O:29])[O:30][CH3:31])[cH:25][cH:26]1.[c:2]1([S+:8]([c:9]2[cH:10][cH:11][cH:12][cH:13][cH:14]2)[c:15]2[cH:16][cH:17][cH:18][cH:19][cH:20]2)[cH:3][cH:4][cH:5][cH:6][cH:7]1>>[c:21]1([CH3:32])[cH:22][cH:23][c:24]([S:27](=[O:28])(=[O:29])[O-:30])[cH:25][cH:26]1.[c:2]1([S+:8]([c:9]2[cH:10][cH:11][cH:12][cH:13][cH:14]2)[c:15]2[cH:16][cH:17][cH:18][cH:19][cH:20]2)[cH:3][cH:4][cH:5][cH:6][cH:7]1. Reactants: [N+](=O)([O-])C1=CC=C(C=C1)S(=O)(=O)C1=C(C=2C3=C(N(C2C(=C1)C)C)CC1CCC3N1)C(=O)OC(C)(C)C (tert-butyl 2-(4-nitro-phenyl)sulfonyl-4,5-dimethyl-5,6,7,8,9,10-hexahydro-7,10-epiminocyclohepta[b]indole-carboxylate). The reagents and catalysts are [Pd] (palladium on carbon). Solvent: C(C)O (ethanol). Reaction conditions: time 4 hour. The product is NC1=CC=C(C=C1)S(=O)(=O)C1=C(C=2C3=C(N(C2C(=C1)C)C)CC1CCC3N1)C(=O)OC(C)(C)C (tert-butyl 2-(4-amino-phenyl)sulfonyl-4,5-dimethyl-5,6,7,8,9,10-hexahydro-7,10-epiminocyclohepta[b]indole-carboxylate). Yield: 75.3%. RXN SMILES: [N+:1]([C:4]1[CH:9]=[CH:8][C:7]([S:10]([C:13]2[CH:21]=[C:20]([CH3:22])[C:19]3[N:18]([CH3:23])[C:17]4[CH2:24][CH:25]5[NH:29][CH:28]([C:16]=4[C:15]=3[C:14]=2[C:30]([O:32][C:33]([CH3:36])([CH3:35])[CH3:34])=[O:31])[CH2:27][CH2:26]5)(=[O:12])=[O:11])=[CH:6][CH:5]=1)([O-])=O>C(O)C.[Pd]>[NH2:1][C:4]1[CH:5]=[CH:6][C:7]([S:10]([C:13]2[CH:21]=[C:20]([CH3:22])[C:19]3[N:18]([CH3:23])[C:17]4[CH2:24][CH:25]5[NH:29][CH:28]([C:16]=4[C:15]=3[C:14]=2[C:30]([O:32][C:33]([CH3:36])([CH3:35])[CH3:34])=[O:31])[CH2:27][CH2:26]5)(=[O:11])=[O:12])=[CH:8][CH:9]=1. Procedure: To a solution of the product of step A (43 mg, 0.08 mmol) in ethanol (5 mL) was added 5% palladium on carbon (60 mg). The reaction flask was purged with hydrogen and the reaction mixture was stirred at ambient temperature for 4 h before it was filtered through a celite bed. The filtrate was concentrated in vacuo to give tert-butyl 2-(4-amino-phenyl)sulfonyl-4,5-dimethyl-5,6,7,8,9,10-hexahydro-7,10-epiminocyclohepta[b]indole-carboxylate (29 mg, 72%) as a yellow solid: 1H NMR (CDCl3, 300 MHz) δ 8.... The reactants are C(C)[C@]12CCCC(CC1)N2C(C(CC2=CC=C(C=C2)OC(C)(C)C)NC(C2=CC=C(C=C2)C=NN)=O)=O (ethyl (S)-8-[2-(4-aminoiminomethyl-benzoylamino)-3-(4-t-butoxyphenyl)propionyl]-8-azabicyclo[3.2.1]octan). Run in C(Cl)Cl (CH2Cl2). Yields the product NN=CC1=CC=C(C(=O)NC(C(=O)N2[C@H]3CCCC2CC3)CC3=CC=C(C=C3)O)C=C1 ((S)-8-[2-(4-aminoiminomethyl-benzoylamino)-3-(4-hydroxyphenyl)propionyl]-8-azabicyclo [3.2.1]octan). Isolated yield 60.0%. RXN SMILES: C([C@@:3]12[N:10]([C:11](=[O:37])[CH:12]([NH:25][C:26](=[O:36])[C:27]3[CH:32]=[CH:31][C:30]([CH:33]=[N:34][NH2:35])=[CH:29][CH:28]=3)[CH2:13][C:14]3[CH:19]=[CH:18][C:17]([O:20]C(C)(C)C)=[CH:16][CH:15]=3)[CH:7]([CH2:8][CH2:9]1)[CH2:6][CH2:5][CH2:4]2)C>C(Cl)Cl>[NH2:35][N:34]=[CH:33][C:30]1[CH:29]=[CH:28][C:27]([C:26]([NH:25][CH:12]([CH2:13][C:14]2[CH:15]=[CH:16][C:17]([OH:20])=[CH:18][CH:19]=2)[C:11]([N:10]2[CH:7]3[CH2:8][CH2:9][C@@H:3]2[CH2:4][CH2:5][CH2:6]3)=[O:37])=[O:36])=[CH:32][CH:31]=1. Procedure details: A solution of 150 mg of ethyl (S)-8-[2-(4-aminoiminomethyl-benzoylamino)-3-(4-t-butoxyphenyl)propionyl]-8-azabicyclo[3.2.1]octan-endo-3-yloxyacetate hydrochloride is stirred at room temperature in 5 ml of CH2Cl2 and 2.5 ml of trifluoroacetic acid and evaporated. With ether the residue gives crystals which are filtered off under suction and dissolved in 5 ml of EtOH. 40 mg of NaOH dissolved in I ml of water are added to the solution and the mixture is stirred at room temperature. The reaction sol... The reactants are CN(C(C)=O)[Si](C)(C)C (N-methyl-N-trimethylsilylacetamide), C(C)(C)S(=O)(=O)N1C(=NC2=C1C=C(C=C2)C(C2=CC=CC=C2)=O)N (1-isopropylsulfonyl-2-amino-6-benzoylbenzimidazole), C(CCC)[Li] (n-butyl lithium). Yields the product C(C)(C)S(=O)(=O)N1C(=NC2=C1C=C(C=C2)C(C2=CC=CC=C2)(CC(=O)NC)O)N (1-isopropylsulfonyl-2-amino-6-(α-hydroxy-α-methylaminocarbonylmethylbenzyl)benzimidazole). RXN SMILES: [CH3:1][N:2]([Si](C)(C)C)[C:3](=[O:5])[CH3:4].[CH:10]([S:13]([N:16]1[C:20]2[CH:21]=[C:22]([C:25](=[O:32])[C:26]3[CH:31]=[CH:30][CH:29]=[CH:28][CH:27]=3)[CH:23]=[CH:24][C:19]=2[N:18]=[C:17]1[NH2:33])(=[O:15])=[O:14])([CH3:12])[CH3:11].C([Li])CCC>>[CH:10]([S:13]([N:16]1[C:20]2[CH:21]=[C:22]([C:25]([OH:32])([CH2:4][C:3]([NH:2][CH3:1])=[O:5])[C:26]3[CH:31]=[CH:30][CH:29]=[CH:28][CH:27]=3)[CH:23]=[CH:24][C:19]=2[N:18]=[C:17]1[NH2:33])(=[O:14])=[O:15])([CH3:12])[CH3:11]. Procedure: Following the general procedure of Example 23, N-methyl-N-trimethylsilylacetamide was reacted with 1-isopropylsulfonyl-2-amino-6-benzoylbenzimidazole in the presence of n-butyl lithium to provide 1-isopropylsulfonyl-2-amino-6-(α-hydroxy-α-methylaminocarbonylmethylbenzyl)benzimidazole. M.P. 92°-95° C.